This data is from the Open Reaction Database (ORD), a public repository of structured organic reaction records. The task is: describe an organic reaction: reactants, conditions, products, and yield Reactants: BrNC(CCC(=O)N)=O (N-bromosuccinamide), COC1=NC=CN=C1OC (2,3-dimethoxypyrazine), [O-]S(=O)[O-].[Na+].[Na+] (Na2SO3). Run in CN(C)C=O (DMF), CN(C)C=O (DMF). Reaction conditions: temperature 25 celsius, time 16 hour. The product is BrC1=NC(=C(N=C1)OC)OC (2-bromo-5.6-dimethoxypyrazine). Isolated yield 63.9%. RXN SMILES: [Br:1]NC(=O)CCC(N)=O.[CH3:10][O:11][C:12]1[C:17]([O:18][CH3:19])=[N:16][CH:15]=[CH:14][N:13]=1.[O-]S([O-])=O.[Na+].[Na+]>CN(C=O)C>[Br:1][C:14]1[CH:15]=[N:16][C:17]([O:18][CH3:19])=[C:12]([O:11][CH3:10])[N:13]=1 |f:2.3.4|. Reported procedure: A solution of 14.6 gm of N-bromosuccinamide, 32 ml of dry DMF was added to a stirred solution of 11 gm (0.078 mol) of 2,3-dimethoxypyrazine in 14 ml of DMF at 0° C. whereupon the reaction was warmed to 25° C. and stirred for 16 hours. The reaction mixture was then cooled in an ice bath and to it was added aqueous Na2SO3 to remove the bromine and this was poured into ice water. The resulting crystalline solid was filtered, triturated with water and dried to give 10.48 gm of the title compound. NM... Starting materials: C1=CC=CC=2C3=CC=CC=C3C(C12)COC(N[C@@H](CC1=CC=C(C=C1)[N+](=O)[O-])C(N[C@@H](CCCCNC(C1=CC=CC=C1)(C1=CC=CC=C1)C1=CC=C(C=C1)OC)C(NC1=CC=C(C=C1)CO)=O)=O)=O ([(S)-1-((S)-1-(4-hydroxymethyl-phenylcarbamoyl)-5-{[(4-methoxy-phenyl)-diphenyl-methyl]-amino}-pentylcarbamoyl)-2-(4-nitro-phenyl)-ethyl]-carbamic acid 9H-fluoren-9-ylmethyl ester), C(C)NCC (diethylamine). Run in C1CCOC1 (THF). Run at time 3 hour. Product: OCC1=CC=C(C=C1)NC([C@H](CCCCNC(C1=CC=CC=C1)(C1=CC=CC=C1)C1=CC=C(C=C1)OC)NC([C@H](CC1=CC=C(C=C1)[N+](=O)[O-])N)=O)=O ((S)-2-[(S)-2-Amino-3-(4-nitro-phenyl)-propionylamino]-6-{[(4-methoxy-phenyl)-diphenyl-methyl]-amino}-hexanoic acid (4-hydroxymethyl-phenyl)-amide). Isolated yield 54.4%. Reaction SMILES: C1C2C(COC(=O)[NH:17][C@H:18]([C:29](=[O:69])[NH:30][C@H:31]([C:58](=[O:68])[NH:59][C:60]3[CH:65]=[CH:64][C:63]([CH2:66][OH:67])=[CH:62][CH:61]=3)[CH2:32][CH2:33][CH2:34][CH2:35][NH:36][C:37]([C:50]3[CH:55]=[CH:54][C:53]([O:56][CH3:57])=[CH:52][CH:51]=3)([C:44]3[CH:49]=[CH:48][CH:47]=[CH:46][CH:45]=3)[C:38]3[CH:43]=[CH:42][CH:41]=[CH:40][CH:39]=3)[CH2:19][C:20]3[CH:25]=[CH:24][C:23]([N+:26]([O-:28])=[O:27])=[CH:22][CH:21]=3)C3C(=CC=CC=3)C=2C=CC=1.C(NCC)C>C1COCC1>[OH:67][CH2:66][C:63]1[CH:62]=[CH:61][C:60]([NH:59][C:58](=[O:68])[C@@H:31]([NH:30][C:29](=[O:69])[C@@H:18]([NH2:17])[CH2:19][C:20]2[CH:25]=[CH:24][C:23]([N+:26]([O-:28])=[O:27])=[CH:22][CH:21]=2)[CH2:32][CH2:33][CH2:34][CH2:35][NH:36][C:37]([C:50]2[CH:55]=[CH:54][C:53]([O:56][CH3:57])=[CH:52][CH:51]=2)([C:38]2[CH:43]=[CH:42][CH:41]=[CH:40][CH:39]=2)[C:44]2[CH:49]=[CH:48][CH:47]=[CH:46][CH:45]=2)=[CH:65][CH:64]=1. Procedure details: In a 50 mL round-bottomed flask, the above prepared [(S)-1-((S)-1-(4-hydroxymethyl-phenylcarbamoyl)-5-{[(4-methoxy-phenyl)-diphenyl-methyl]-amino}-pentylcarbamoyl)-2-(4-nitro-phenyl)-ethyl]-carbamic acid 9H-fluoren-9-ylmethyl ester (1.214 g, 1.29 mmol, Eq: 1.001) was combined with THF (19 ml) to give a brown solution. At 0°, diethylamine (1.77 g, 2.49 ml, 24.2 mmol, Eq: 18.70) was added. The reaction was stirred at ambient temperature for 3 h when MS indicated the disappearance of the starting m... Starting materials: CC(=O)NC(Cc1cc(F)cc(Br)c1)C(O)C1COC(OCC(C)(C)C)C(C)N1C(=O)OC(C)(C)C, CCOc1ccccc1B(O)O, Cl[Pd]Cl, [Na+], [Na+], O=C([O-])[O-], C1CCOC1. Yields the product CCOc1ccccc1-c1cc(F)cc(CC(NC(C)=O)C(O)C2COC(OCC(C)(C)C)C(C)N2C(=O)OC(C)(C)C)c1. As a reaction SMILES: [C:19]([CH3:20])([CH3:21])([CH3:22])[O:23][C:24](=[O:25])[N:26]1[CH:27]([CH3:54])[CH:28]([O:48][CH2:49][C:50]([CH3:51])([CH3:52])[CH3:53])[O:29][CH2:30][CH:31]1[CH:32]([CH:33]([CH2:34][c:35]1[cH:36][c:37]([Br:42])[cH:38][c:39]([F:41])[cH:40]1)[NH:43][C:44]([CH3:45])=[O:46])[OH:47].[CH2:1]([CH3:2])[O:3][c:4]1[c:5]([B:10]([OH:11])[OH:12])[cH:6][cH:7][cH:8][cH:9]1.[Cl:60][Pd:61][Cl:62].[Na+:13].[Na+:14].[O-:15][C:16](=[O:17])[O-:18].[O:55]1[CH2:56][CH2:57][CH2:58][CH2:59]1>>[CH2:1]([CH3:2])[O:3][c:4]1[c:5](-[c:37]2[cH:36][c:35]([CH2:34][CH:33]([CH:32]([CH:31]3[N:26]([C:24]([O:23][C:19]([CH3:20])([CH3:21])[CH3:22])=[O:25])[CH:27]([CH3:54])[CH:28]([O:48][CH2:49][C:50]([CH3:51])([CH3:52])[CH3:53])[O:29][CH2:30]3)[OH:47])[NH:43][C:44]([CH3:45])=[O:46])[cH:40][c:39]([F:41])[cH:38]2)[cH:6][cH:7][cH:8][cH:9]1. As a reaction SMILES: [O:1]1CCO[CH:2]1[CH2:6][N:7]1[C:16]2[C:11](=[CH:12][CH:13]=[C:14]([O:17][CH3:18])[CH:15]=2)[C:10](/[CH:19]=[CH:20]/[C:21]([NH2:23])=[O:22])=[CH:9][C:8]1=[O:24].FC(F)(F)C(O)=O>>[CH3:18][O:17][C:14]1[CH:15]=[C:16]2[C:11]([C:10](/[CH:19]=[CH:20]/[C:21]([NH2:23])=[O:22])=[CH:9][C:8](=[O:24])[N:7]2[CH2:6][CH:2]=[O:1])=[CH:12][CH:13]=1. Procedure: To 0.20 g of (2E)-3-(1-(1,3-dioxolan-2-ylmethyl)-7-methoxy-2-oxo-1,2-dihydroquinolin-4-yl)-acrylamide, 5 mL of 80% aqueous trifluoroacetic acid solution was added, and stirred at room temperature for 4 hours, thereafter allowed to stand at the same temperature overnight. After the solvent was removed under reduced pressure, water was added and adjusted to pH 7.8 with 1.0 mol/L aqueous sodium hydroxide solution. The resulting solid was filtered to give 98 mg of (2E)-3-(7-methoxy-2-oxo-1-(2-oxoeth... Isolated yield 56.5%. Product: COC1=CC=C2C(=CC(N(C2=C1)CC=O)=O)/C=C/C(=O)N ((2E)-3-(7-methoxy-2-oxo-1-(2-oxoethyl)-1,2-dihydroquinolin-4-yl)acrylamide). Reactants: O1C(OCC1)CN1C(C=C(C2=CC=C(C=C12)OC)/C=C/C(=O)N)=O ((2E)-3-(1-(1,3-dioxolan-2-ylmethyl)-7-methoxy-2-oxo-1,2-dihydroquinolin-4-yl)-acrylamide), FC(C(=O)O)(F)F (trifluoroacetic acid). Run at time 4 hour. The reactants are [OH-].[Na+] (sodium hydroxide), FC=1C=C(C=CC1)O (3-fluorophenol), Cl (hydrochloric acid), C1(CC(C)O1)=O (beta-butyrolactone). The solvent is O (water). Run at temperature 23 celsius. Yields the product FC=1C=C(OC(CC(=O)O)C)C=CC1 (3-(3-Fluorophenoxy)butyric Acid). As a reaction SMILES: [OH-].[Na+].[F:3][C:4]1[CH:5]=[C:6]([OH:10])[CH:7]=[CH:8][CH:9]=1.[C:11]1(=[O:16])[O:15][CH:13]([CH3:14])[CH2:12]1.Cl>O>[F:3][C:4]1[CH:5]=[C:6]([CH:7]=[CH:8][CH:9]=1)[O:10][CH:13]([CH3:14])[CH2:12][C:11]([OH:16])=[O:15] |f:0.1|. Procedure: To a solution of 35.72 g (0.893 mol) sodium hydroxide in 357 ml water was added 100 g (0.893 mol) 3-fluorophenol. The reaction was heated to reflux and to the gently refluxing solution was added 72.8 ml (0.893 mol) beta-butyrolactone dropwise over 1.5 hours. The reaction was cooled to 23° C. and the pH brought to 2 with concentrated hydrochloric acid. The reaction was extracted with 300 ml diethyl ether and the ether layer was separated, washed with brine and then extracted with 3×200 ml saturat... Reactants: CS(=O)(=O)C1=CC=NC=C1 (4-(methylsulfonyl)pyridine), [H-].[Na+] (NaH), [H][H] (hydrogen), CC(C)(OC1=CC=C(C=C1)CCO)C (2-[4-(1,1-dimethylethoxy)phenyl]ethanol). Run in CN(C)C=O (DMF), O (water), CN(C)C=O (DMF). Reaction conditions: time 35 minute. The product is CC(C)(OC1=CC=C(C=C1)CCOC1=CC=NC=C1)C (4-[2-[4-(1,1-dimethylethoxy)phenyl]ethoxy]pyridine). Reaction SMILES: [H-].[Na+].[CH3:3][C:4]([CH3:16])([O:6][C:7]1[CH:12]=[CH:11][C:10]([CH2:13][CH2:14][OH:15])=[CH:9][CH:8]=1)[CH3:5].[H][H].CS([C:23]1[CH:28]=[CH:27][N:26]=[CH:25][CH:24]=1)(=O)=O>CN(C=O)C.O>[CH3:5][C:4]([CH3:16])([O:6][C:7]1[CH:12]=[CH:11][C:10]([CH2:13][CH2:14][O:15][C:23]2[CH:28]=[CH:27][N:26]=[CH:25][CH:24]=2)=[CH:9][CH:8]=1)[CH3:3] |f:0.1|. Reported procedure: To a suspension of about one-half gram of 60% NaH (dispersion in oil) in 10 mL of dry DMF was added 1.5 g (0.0077 m) of 2-[4-(1,1-dimethylethoxy)phenyl]ethanol. The mixture was stirred in a warm water bath until hydrogen evolution ceased. After 30-40 minutes, 1 g (0.0064 m) of 4-(methylsulfonyl)pyridine in 5-7 mL of DMF was added. The mixture was stirred at room temperature overnight, then diluted with water. The product was extracted into CH2Cl2, and the extracts were washed with saturated brin...